Dataset: the Open Reaction Database (ORD), a public repository of structured organic reaction records. Task: describe an organic reaction: reactants, conditions, products, and yield Starting materials: Nc1ccnc(Br)c1, O=C(Cl)c1c(Cl)cccc1Cl, [H-], [Na+], CN(C)C=O. Yields the product O=C(Nc1ccnc(Br)c1)c1c(Cl)cccc1Cl. RXN SMILES: [Br:1][c:2]1[n:3][cH:4][cH:5][c:6]([NH2:8])[cH:7]1.[Cl:11][c:12]1[c:13]([C:14](=[O:15])[Cl:16])[c:17]([Cl:21])[cH:18][cH:19][cH:20]1.[H-:10].[Na+:9].[O:22]=[CH:23][N:24]([CH3:25])[CH3:26]>>[Br:1][c:2]1[n:3][cH:4][cH:5][c:6]([NH:8][C:14]([c:13]2[c:12]([Cl:11])[cH:20][cH:19][cH:18][c:17]2[Cl:21])=[O:15])[cH:7]1. The reactants are C1CCOC1, O=C(O)c1cc2ccccc2[nH]1. Product: OCc1cc2ccccc2[nH]1. RXN SMILES: [CH2:13]1[O:14][CH2:15][CH2:16][CH2:17]1.[nH:1]1[c:2]([C:10](=[O:11])[OH:12])[cH:3][c:4]2[cH:5][cH:6][cH:7][cH:8][c:9]12>>[nH:1]1[c:2]([CH2:10][OH:11])[cH:3][c:4]2[cH:5][cH:6][cH:7][cH:8][c:9]12. Reactants: [Si](C)(C)(C(C)(C)C)O[C@H]1C[C@@H](C[C@H]1CO[Si](C)(C)C(C)(C)C)N1C=CC2=C1N=CN=C2NCC2CC2 (7-[(1R,3S,4S)-3-{[tert-Butyl(dimethyl)silyl]oxy}-4-({[tert-butyl(dimethyl)silyl]-oxy}methyl)cyclopentyl]-N-(cyclopropylmethyl)-7H-pyrrolo[2,3-d]pyrimidin-4-amine). The reagents and catalysts are F.N1=CC=CC=C1 (Pyridine hydrofluoride), F.N1=CC=CC=C1 (pyridine hydrofluoride). Solvent: C1CCOC1 (THF), N1=CC=CC=C1 (pyridine). Reaction conditions: time 5 hour. The product is [Si](C)(C)(C(C)(C)C)O[C@@H]1[C@@H](C[C@H](C1)N1C=CC2=C1N=CN=C2NCC2CC2)CO (((1S,2S,4R)-2-{[tert-Butyl(dimethyl)silyl]oxy}-4-{4-[(cyclopropylmethyl)amino]-7H-pyrrolo[2,3-d]pyrimidin-7-yl}cyclopentyl)methanol). Isolated yield 60.0%. Reaction SMILES: [Si:1]([O:8][C@@H:9]1[C@H:13]([CH2:14][O:15][Si](C(C)(C)C)(C)C)[CH2:12][C@@H:11]([N:23]2[C:27]3[N:28]=[CH:29][N:30]=[C:31]([NH:32][CH2:33][CH:34]4[CH2:36][CH2:35]4)[C:26]=3[CH:25]=[CH:24]2)[CH2:10]1)([C:4]([CH3:7])([CH3:6])[CH3:5])([CH3:3])[CH3:2]>C1COCC1.N1C=CC=CC=1.F.N1C=CC=CC=1>[Si:1]([O:8][C@H:9]1[CH2:10][C@H:11]([N:23]2[C:27]3[N:28]=[CH:29][N:30]=[C:31]([NH:32][CH2:33][CH:34]4[CH2:36][CH2:35]4)[C:26]=3[CH:25]=[CH:24]2)[CH2:12][C@H:13]1[CH2:14][OH:15])([C:4]([CH3:7])([CH3:6])[CH3:5])([CH3:3])[CH3:2] |f:3.4|. Procedure details: 7-[(1R,3S,4S)-3-{[tert-Butyl(dimethyl)silyl]oxy}-4-({[tert-butyl(dimethyl)silyl]-oxy}methyl)cyclopentyl]-N-(cyclopropylmethyl)-7H-pyrrolo[2,3-d]pyrimidin-4-amine (100. mg, 0.188 mmol) was dissolved in THF (0.900 mL) and pyridine (0.900 mL). Pyridine hydrofluoride (7 drops) was added and the reaction was stirred for 5 h. Additional pyridine hydrofluoride (3 drops) was added and the reaction was stirred for 2 h before being quenched with saturated aqueous sodium bicarbonate solution. The aqueous l... Starting materials: CN1N=CC(=C1)NC1=NC=C2C(=N1)NN=C2 (N-(1-methyl-1H-pyrazol-4-yl)-1H-pyrazolo[3,4-d]pyrimidin-6-amine), BrC1=CC=C(C=C1)N(S(=O)(=O)C)C (N-(4-bromophenyl)-N-methylmethanesulfonamide), P(=O)([O-])([O-])[O-].[K+].[K+].[K+] (potassium phosphate), N[C@H]1[C@@H](CCCC1)N (trans-1,2-diaminocyclohexane). Reagents/catalysts: [Cu](I)I (copper iodide). The solvent is O1CCOCC1 (dioxane), CCOC(=O)C (EtOAc). Run at temperature 160 celsius. Product: CN(S(=O)(=O)C)C1=CC=C(C=C1)N1N=CC=2C1=NC(=NC2)NC=2C=NN(C2)C (N-Methyl-N-(4-(6-(1-methyl-1H-pyrazol-4-ylamino)-1H-pyrazolo[3,4-d]pyrimidin-1-yl)phenyl)methanesulfonamide). Reaction SMILES: [CH3:1][N:2]1[CH:6]=[C:5]([NH:7][C:8]2[N:13]=[C:12]3[NH:14][N:15]=[CH:16][C:11]3=[CH:10][N:9]=2)[CH:4]=[N:3]1.Br[C:18]1[CH:23]=[CH:22][C:21]([N:24]([CH3:29])[S:25]([CH3:28])(=[O:27])=[O:26])=[CH:20][CH:19]=1.P([O-])([O-])([O-])=O.[K+].[K+].[K+].N[C@@H]1CCCC[C@H]1N>O1CCOCC1.CCOC(C)=O.[Cu](I)I>[CH3:29][N:24]([C:21]1[CH:22]=[CH:23][C:18]([N:14]2[C:12]3=[N:13][C:8]([NH:7][C:5]4[CH:4]=[N:3][N:2]([CH3:1])[CH:6]=4)=[N:9][CH:10]=[C:11]3[CH:16]=[N:15]2)=[CH:19][CH:20]=1)[S:25]([CH3:28])(=[O:26])=[O:27] |f:2.3.4.5|. Reported procedure: A suspension of N-(1-methyl-1H-pyrazol-4-yl)-1H-pyrazolo[3,4-d]pyrimidin-6-amine (see Example 1, step (i)) (60 mg, 0.28 mmol), N-(4-bromophenyl)-N-methylmethanesulfonamide (1.1 eq), copper iodide (0.1 eq), potassium phosphate (2 eq) and trans-1,2-diaminocyclohexane (0.1 eq) in dioxane (2 mL) was heated in the microwave at 160° C. for 2 h. After cooling to rt the mixture was diluted with EtOAc and washed with water. The organic phase was collected, dried (MgSO4) and concentrated in vacuo. The res...